This data is from the Open Reaction Database (ORD), a public repository of structured organic reaction records. The task is: describe an organic reaction: reactants, conditions, products, and yield The reactants are S(=O)(=O)(OC[C@@H]1NC([C@@H]1N=[N+]=[N-])=O)C1=CC=C(C)C=C1 (cis-3-azido-4-oxo-2-azetidinylmethyl tosylate), [Na+].[I-] (NaI). Run in CC(=O)C (acetone). Yields the product N(=[N+]=[N-])[C@@H]1[C@@H](NC1=O)CI (cis-3-Azido-4-oxo-2-azetidinylmethyl iodide). Reaction SMILES: S(C1C=CC(C)=CC=1)(O[CH2:5][C@H:6]1[C@@H:9]([N:10]=[N+:11]=[N-:12])[C:8](=[O:13])[NH:7]1)(=O)=O.[Na+].[I-:22]>CC(C)=O>[N:10]([C@H:9]1[C:8](=[O:13])[NH:7][C@H:6]1[CH2:5][I:22])=[N+:11]=[N-:12] |f:1.2|. Procedure: A degassed solution of cis-3-azido-4-oxo-2-azetidinylmethyl tosylate (2.36 g) in acetone (80 ml) was refluxed with NaI (5.85 g) overnight. Reaction was cooled and the acetone was removed in vacuo. The reaction mixture was partitioned between ethyl acetate and aqueous sodium thiosulfate solution. Phases were separated and the organic layer was extracted with thiosulfate solution. The combined aqueous extracts were extracted with ethyl acetate. The combined ethyl acetate layers were washed with br... Starting materials: COC(=O)CBr, COc1cc(CNC(=O)OCc2ccccc2)ccc1O, CC(C)=O, [K+], [K+], O=C([O-])[O-]. Product: COC(=O)COc1ccc(CNC(=O)OCc2ccccc2)cc1OC. RXN SMILES: [Br:28][CH2:29][C:30](=[O:31])[O:32][CH3:33].[CH2:1]([c:2]1[cH:3][cH:4][cH:5][cH:6][cH:7]1)[O:8][C:9]([NH:10][CH2:11][c:12]1[cH:13][c:14]([O:19][CH3:20])[c:15]([OH:18])[cH:16][cH:17]1)=[O:21].[CH3:34][C:35](=[O:36])[CH3:37].[K+:22].[K+:23].[O-:24][C:25]([O-:26])=[O:27]>>[CH2:1]([c:2]1[cH:3][cH:4][cH:5][cH:6][cH:7]1)[O:8][C:9]([NH:10][CH2:11][c:12]1[cH:13][c:14]([O:19][CH3:20])[c:15]([O:18][CH2:29][C:30](=[O:31])[O:32][CH3:33])[cH:16][cH:17]1)=[O:21]. The reactants are C(CCC=C)#N (4-pentenonitrile), N1=CC=CC=C1 (pyridine), CO (methanol), CC(=O)C (acetone). The reagents and catalysts are [CH-]=O.[CH-]=O.[C-]#[O+].[C-]#[O+].[C-]#[O+].[C-]#[O+].[C-]#[O+].[C-]#[O+].[Co].[Co+2] (dicobalt octacarbonyl). The solvent is [C]=O (carbon monoxide), [C]=O (carbon monoxide). Conditions: temperature 160 celsius, time 2 hour. The product is 10.6, COC(CCCCC#N)=O (5-cyanovaleric acid methyl ester). Isolated yield 75.1%. Reaction SMILES: [C:1](#[N:6])[CH2:2][CH2:3][CH:4]=[CH2:5].N1C=CC=CC=1.[CH3:13][OH:14].C[C:16](C)=[O:17]>[C]=O.[CH-]=O.[CH-]=O.[C-]#[O+].[C-]#[O+].[C-]#[O+].[C-]#[O+].[C-]#[O+].[C-]#[O+].[Co].[Co+2]>[CH3:13][O:14][C:16](=[O:17])[CH2:5][CH2:4][CH2:3][CH2:2][C:1]#[N:6] |f:5.6.7.8.9.10.11.12.13.14,^3:18|. Reported procedure: A mixture of 8.1 parts of 4-pentenonitrile, 1.4 parts of dicobalt octacarbonyl, 2.6 parts of pyridine, 8 parts of methanol and 30 parts of acetone is reacted in the same way as in Example 1. The pressure is brought to 200 bars by forcing in carbon monoxide at room temperature. The autoclave is heated to 160° C, the pressure is raised to 300 bars by forcing in further carbon monoxide, and the autoclave is shaken for two hours under these conditions. Fractional distillation of the material dischar... Starting materials: CCO, Nc1nc(-c2cccnc2)c(-c2ccncc2Cl)cc1[N+](=O)[O-], Cl, [Fe]. Yields the product Nc1cc(-c2ccncc2Cl)c(-c2cccnc2)nc1N. RXN SMILES: [CH3:25][CH2:26][OH:27].[Cl:1][c:2]1[cH:3][n:4][cH:5][cH:6][c:7]1-[c:8]1[c:9](-[c:18]2[cH:19][n:20][cH:21][cH:22][cH:23]2)[n:10][c:11]([NH2:17])[c:12]([N+:14]([O-:15])=[O:16])[cH:13]1.[ClH:24].[Fe:28]>>[Cl:1][c:2]1[cH:3][n:4][cH:5][cH:6][c:7]1-[c:8]1[c:9](-[c:18]2[cH:19][n:20][cH:21][cH:22][cH:23]2)[n:10][c:11]([NH2:17])[c:12]([NH2:14])[cH:13]1. Reactants: ClCC(C)=O (chloroacetone), C(=O)([O-])[O-].[K+].[K+] (K2CO3), BrC=1SC(=C(N1)C1=C(C=C(C=C1)Cl)Cl)C(N)=N (2-bromo-4-(2,4-dichlorophenyl)-1,3-thiazole-5-carboximidamide), C([O-])([O-])=O.[K+].[K+] (potassium carbonate), ClCC(C)=O (chloroacetone). Solvent: C(Cl)Cl (DCM), C(Cl)Cl (DCM). Run at time 4 hour. Product: BrC=1SC(=C(N1)C1=C(C=C(C=C1)Cl)Cl)C=1NC=C(N1)C (2-bromo-4-(2,4-dichlorophenyl)-5-(4-methyl-1H-imidazol-2-yl)-1,3-thiazol). Yield: 72.0%. As a reaction SMILES: [Br:1][C:2]1[S:3][C:4]([C:15](=[NH:17])[NH2:16])=[C:5]([C:7]2[CH:12]=[CH:11][C:10]([Cl:13])=[CH:9][C:8]=2[Cl:14])[N:6]=1.C(=O)([O-])[O-].[K+].[K+].Cl[CH2:25][C:26](=O)[CH3:27]>C(Cl)Cl>[Br:1][C:2]1[S:3][C:4]([C:15]2[NH:16][CH:25]=[C:26]([CH3:27])[N:17]=2)=[C:5]([C:7]2[CH:12]=[CH:11][C:10]([Cl:13])=[CH:9][C:8]=2[Cl:14])[N:6]=1 |f:1.2.3|. Reported procedure: To a solution of 2-bromo-4-(2,4-dichlorophenyl)-1,3-thiazole-5-carboximidamide (70 mg, 0.2 mmol) in DCM (4 mL) was added potassium carbonate (82.7 mg, 0.598 mmol) followed by solution of chloroacetone (50 uL, 0.6 mmol) in DCM (0.4 mL). The mixture was heated to reflux for 3 hours, at which time LCMS indicated ˜50% conversion. Additional chloroacetone (11 ul) and K2CO3 (19 mg) were added and heating was continued for additional 4 hours. LCMS showed complete conversion. Solvent was removed under r... The reactants are C(C1=CC=CC=C1)N1CC(C2=CC(=CC=C12)O)(C)C (1-benzyl-3,3-dimethylindolin-5-ol), C1(CCCCC1)N=C=O (cyclohexylisocyanate), Example 2 ( 2 ). The product is C1(CCCCC1)NC(OC=1C=C2C(CN(C2=CC1)CC1=CC=CC=C1)(C)C)=O (1-benzyl-3,3-dimethylindolin-5-yl cyclohexylcarbamate), solid. Isolated yield 41.0%. Reaction SMILES: [CH2:1]([N:8]1[C:16]2[C:11](=[CH:12][C:13]([OH:17])=[CH:14][CH:15]=2)[C:10]([CH3:19])([CH3:18])[CH2:9]1)[C:2]1[CH:7]=[CH:6][CH:5]=[CH:4][CH:3]=1.[CH:20]1([N:26]=[C:27]=[O:28])[CH2:25][CH2:24][CH2:23][CH2:22][CH2:21]1>>[CH:20]1([NH:26][C:27](=[O:28])[O:17][C:13]2[CH:12]=[C:11]3[C:16](=[CH:15][CH:14]=2)[N:8]([CH2:1][C:2]2[CH:3]=[CH:4][CH:5]=[CH:6][CH:7]=2)[CH2:9][C:10]3([CH3:19])[CH3:18])[CH2:25][CH2:24][CH2:23][CH2:22][CH2:21]1. Procedure: The title compound was synthesized from 1-benzyl-3,3-dimethylindolin-5-ol (20.0 mg, 0.09 mmol) using the same procedure employed for Example 2 (2), but with cyclohexylisocyanate instead of 4-isopropylphenylisocyanate. The product was obtained as a white solid (12.2 mg, 41%) having the following characteristics. The reactants are C(C)(=O)C=1C(NC2=CC3=C(C=C2C1O)CCCC3)=O (3-acetyl-4-hydroxy-6,7,8,9-tetrahydrobenzo[g]quinolin-2(1H)-one), NN (hydrazine). Reagents/catalysts: Cl (hydrochloric acid). Solvent: CC(=O)N(C)C (DMA), O (water). Conditions: temperature 140 celsius. The product is CC=1NN=C2C1C(NC=1C=C3C(=CC21)CCCC3)=O (3-methyl-2,5,7,8,9,10-hexahydro-4H-benzo[g]pyrazolo[4,3-c]quinolin-4-one). As a reaction SMILES: [C:1]([C:4]1[C:5](=[O:19])[NH:6][C:7]2[C:12]([C:13]=1O)=[CH:11][C:10]1[CH2:15][CH2:16][CH2:17][CH2:18][C:9]=1[CH:8]=2)(=O)[CH3:2].[NH2:20][NH2:21]>Cl.CC(N(C)C)=O.O>[CH3:2][C:1]1[NH:20][N:21]=[C:13]2[C:12]3[CH:11]=[C:10]4[CH2:15][CH2:16][CH2:17][CH2:18][C:9]4=[CH:8][C:7]=3[NH:6][C:5](=[O:19])[C:4]=12. Procedure: A mixture of 3-acetyl-4-hydroxy-6,7,8,9-tetrahydrobenzo[g]quinolin-2(1H)-one (1-5) (2.0 g, 7.8 mmol, 1 equiv), hydrazine (0.40 mL, 0.41 g, 13 mmol, 1.6 equiv), and catalytic concentrated hydrochloric acid solution (2 drops) in DMA (30 mL) was heated at 140° C. under nitrogen for 16 h. The solution was cooled and diluted with water (30 mL). The precipitate was filtered, washed with hexanes (3×100 mL), and dried to yield 3-methyl-2,5,7,8,9,10-hexahydro-4H-benzo[g]pyrazolo[4,3-c]quinolin-4-one (1-6... The reactants are C12C(CC(CC1)C2)NC(=S)N (N-bicyclo[2.2.1]hept-2-ylthiourea), BrC1(CCCCC1)C(=O)OC (methyl 1-bromocyclohexanecarboxylate). The product is C12C(CC(CC1)C2)NC=2SC1(C(N2)=O)CCCCC1 (2-(Bicyclo[2.2.1]hept-2-ylamino)-1-thia-3-azaspiro[4.5]dec-2-en-4-one). As a reaction SMILES: [CH:1]12[CH2:7][CH:4]([CH2:5][CH2:6]1)[CH2:3][CH:2]2[NH:8][C:9]([NH2:11])=[S:10].Br[C:13]1([C:19](OC)=[O:20])[CH2:18][CH2:17][CH2:16][CH2:15][CH2:14]1>>[CH:1]12[CH2:7][CH:4]([CH2:5][CH2:6]1)[CH2:3][CH:2]2[NH:8][C:9]1[S:10][C:13]2([CH2:18][CH2:17][CH2:16][CH2:15][CH2:14]2)[C:19](=[O:20])[N:11]=1. Procedure: Synthesis was performed from N-bicyclo[2.2.1]hept-2-ylthiourea and methyl 1-bromocyclohexanecarboxylate according to Method D. Reactants: Cl/C/1=C(/C(=O)OC1=O)\Cl (dichloromaleic anhydride), ClC1=CC=C(C=C1)C(CN)C(C)C (2-(4-chlorophenyl)-3-methylbutylamine), O (water). Solvent: C(C)(=O)O (acetic acid). Run at temperature 20 celsius. Yields the product ClC1=CC=C(C=C1)C(CN=C(\C(=C(/C(=O)O)\Cl)\Cl)O)C(C)C (dichloromaleic acid N-[2-(4-chlorophenyl)-3-methylbutyl]imide). The yield is 58.1%. RXN SMILES: [Cl:1][C:2]1=[C:3]([Cl:9])[C:4]([O:6][C:7]1=[O:8])=[O:5].[Cl:10][C:11]1[CH:16]=[CH:15][C:14]([CH:17]([CH:20]([CH3:22])[CH3:21])[CH2:18][NH2:19])=[CH:13][CH:12]=1.O>C(O)(=O)C>[Cl:10][C:11]1[CH:12]=[CH:13][C:14]([CH:17]([CH:20]([CH3:22])[CH3:21])[CH2:18][N:19]=[C:4]([OH:5])/[C:3](/[Cl:9])=[C:2](/[Cl:1])\[C:7]([OH:6])=[O:8])=[CH:15][CH:16]=1. Reported procedure: 16.7 g (0.1 mol) of dichloromaleic anhydride and 19.7 g (0.1 mol) of 2-(4-chlorophenyl)-3-methylbutylamine are stirred in 100 ml glacial acetic acid at 120° C. for 4 hours. The mixture is cooled to 20° C. and 10 ml of water are added. A colorless precipitate separates out, and is filtered off with suction and dried. 21.2 g of dichloromaleic acid N-[2-(4-chlorophenyl)-3-methylbutyl]imide of melting point 91°-92° C. are obtained. A further 10.4 g of imide can also be isolated by stirring the mothe...